Dataset: the Open Reaction Database (ORD), a public repository of structured organic reaction records. Task: describe an organic reaction: reactants, conditions, products, and yield The reactants are N1(CCCCC1)CO (1-piperidinemethanol), O1CCCC1 (tetrahydrofuran), C(CCC)[Sn](CI)(CCCC)CCCC (tributyl-iodomethyl-tin), O1CCCC1 (tetrahydrofuran), [H-].[Na+] (sodium hydride). Run in C(C)(=O)OCC (ethyl acetate), O (water), CN(C=O)C (N,N-dimethylformamide). Reaction conditions: time 30 minute. Yields the product C(CCC)[Sn](CCCC)(CCCC)COCCN1CCCCC1 (1-(2-Tributylstannylmethoxyethyl)piperidine). Yield: 70.0%. As a reaction SMILES: [N:1]1([CH2:7]O)[CH2:6][CH2:5][CH2:4][CH2:3][CH2:2]1.[O:9]1CCC[CH2:10]1.[H-].[Na+].[CH2:16]([Sn:20]([CH2:27][CH2:28][CH2:29][CH3:30])([CH2:23][CH2:24][CH2:25][CH3:26])[CH2:21]I)[CH2:17][CH2:18][CH3:19]>C(OCC)(=O)C.O.CN(C)C=O>[CH2:16]([Sn:20]([CH2:21][O:9][CH2:10][CH2:7][N:1]1[CH2:2][CH2:3][CH2:4][CH2:5][CH2:6]1)([CH2:27][CH2:28][CH2:29][CH3:30])[CH2:23][CH2:24][CH2:25][CH3:26])[CH2:17][CH2:18][CH3:19] |f:2.3|. Reported procedure: To a mixture of 1-piperidinemethanol (1.3 g, 10 mmol) and tetrahydrofuran (30 ml) was added sodium hydride (60%, 418 mg, 10 mmol) at 0° C. (external temperature), followed by stirring at room temperature for 30 minutes. Then, to the reaction mixture was added dropwise a mixture of tributyl-iodomethyl-tin (3.0 g, 7.0 mmol), tetrahydrofuran (5 ml), and N,N-dimethylformamide (30 ml) at 0° C. Then, the reaction mixture was stirred at room temperature for 1 hour. To the reaction mixture were added wa... The reactants are [Br-], O=C1CCCCCCCCCCC1, C=CCCl, Cc1ccccc1, CCCC[N+](CCCC)(CCCC)CCCC, [Na+], [OH-], O. The product is C=CCC1CCCCCCCCCCC1=O. RXN SMILES: [Br-:28].[C:3]1(=[O:15])[CH2:4][CH2:5][CH2:6][CH2:7][CH2:8][CH2:9][CH2:10][CH2:11][CH2:12][CH2:13][CH2:14]1.[CH2:16]([CH:17]=[CH2:18])[Cl:19].[CH3:21][c:22]1[cH:23][cH:24][cH:25][cH:26][cH:27]1.[CH3:29][CH2:30][CH2:31][CH2:32][N+:33]([CH2:34][CH2:35][CH2:36][CH3:37])([CH2:38][CH2:39][CH2:40][CH3:41])[CH2:42][CH2:43][CH2:44][CH3:45].[Na+:2].[OH-:1].[OH2:20]>>[C:3]1(=[O:15])[CH:4]([CH2:18][CH:17]=[CH2:16])[CH2:5][CH2:6][CH2:7][CH2:8][CH2:9][CH2:10][CH2:11][CH2:12][CH2:13][CH2:14]1. Starting materials: COC(=O)C1=C(C=C2[C@H](CCSC2=C1)NC(=O)OC(C)(C)C)OC ((S)-4-(tert-butoxycarbonylamino)-6-methoxythiochromane-7-carboxylic acid methyl ester), C([O-])([O-])=O.[K+].[K+] (potassium carbonate). Product: C(C)(C)(C)OC(=O)N[C@H]1CCSC2=CC(=C(C=C12)OC)C(=O)O ((S)-4-(tert-butoxycarbonylamino)-6-methoxythiochromane-7-carboxylic acid). The yield is 95.6%. RXN SMILES: C[O:2][C:3]([C:5]1[CH:14]=[C:13]2[C:8]([C@@H:9]([NH:15][C:16]([O:18][C:19]([CH3:22])([CH3:21])[CH3:20])=[O:17])[CH2:10][CH2:11][S:12]2)=[CH:7][C:6]=1[O:23][CH3:24])=[O:4].C(=O)([O-])[O-].[K+].[K+]>>[C:19]([O:18][C:16]([NH:15][C@@H:9]1[C:8]2[C:13](=[CH:14][C:5]([C:3]([OH:4])=[O:2])=[C:6]([O:23][CH3:24])[CH:7]=2)[S:12][CH2:11][CH2:10]1)=[O:17])([CH3:22])([CH3:20])[CH3:21] |f:1.2.3|. Procedure details: By a similar reaction operation as in Starting Material Synthetic Example 6 using (S)-4-(tert-butoxycarbonylamino)-6-methoxythiochromane-7-carboxylic acid methyl ester (1.10 g) and potassium carbonate (861 mg), the objective (S)-4-(tert-butoxycarbonylamino)-6-methoxythiochromane-7-carboxylic acid (1.01 g) was obtained as colorless crystals.